Dataset: the Open Reaction Database (ORD), a public repository of structured organic reaction records. Task: describe an organic reaction: reactants, conditions, products, and yield The reactants are O=C([O-])[O-], CN(C)c1ccncc1, COc1ccc2c(c1)CCC(C=O)=C2Cl, [K+], [K+], Oc1ccc(OCCN2CCCCC2)cc1. Yields the product COc1ccc2c(c1)CCC(C=O)=C2Oc1ccc(OCCN2CCCCC2)cc1. Reaction SMILES: [C:32](=[O:33])([O-:34])[O-:35].[CH3:38][N:39]([CH3:40])[c:41]1[cH:42][cH:43][n:44][cH:45][cH:46]1.[Cl:1][C:2]1=[C:3]([CH:14]=[O:15])[CH2:4][CH2:5][c:6]2[cH:7][c:8]([O:12][CH3:13])[cH:9][cH:10][c:11]21.[K+:36].[K+:37].[N:16]1([CH2:22][CH2:23][O:24][c:25]2[cH:26][cH:27][c:28]([OH:31])[cH:29][cH:30]2)[CH2:17][CH2:18][CH2:19][CH2:20][CH2:21]1>>[C:2]1([O:31][c:28]2[cH:27][cH:26][c:25]([O:24][CH2:23][CH2:22][N:16]3[CH2:17][CH2:18][CH2:19][CH2:20][CH2:21]3)[cH:30][cH:29]2)=[C:3]([CH:14]=[O:15])[CH2:4][CH2:5][c:6]2[cH:7][c:8]([O:12][CH3:13])[cH:9][cH:10][c:11]21. Yield: 74.2%. Solvent: C(C)#N (acetonitrile), C(C)#N (acetonitrile). Reported procedure: A solution of 8 (3.75 g, 17.3 mmol) in 50 mL of acetonitrile was treated with p-toluenesulfonic acid monohydrate. The reaction mixture was heated to 70° C. with stirring. 4-Methoxybenzyl alcohol (2.63 g, 19.0 mmol) in acetonitrile (3 mL) was added dropwise via syringe keeping the reaction temperature at 70° C. The reaction was stirred at 70° C. for 12 h, allowed to cool to ambient temperature, and concentrated in vacuo. Chromatography afforded 9 (4.3 g, 75%) as light yellow solid. The reactants are NC1=C(C(=O)N(C)OC)C=C(C=C1)Cl (2-amino-5-chloro-N-methoxy-N-methyl-benzamide), O.C1(=CC=C(C=C1)S(=O)(=O)O)C (p-toluenesulfonic acid monohydrate), COC1=CC=C(CO)C=C1 (4-Methoxybenzyl alcohol). Reaction conditions: temperature 70 celsius. Reaction SMILES: [NH2:1][C:2]1[CH:13]=[CH:12][C:11]([Cl:14])=[CH:10][C:3]=1[C:4]([N:6]([O:8][CH3:9])[CH3:7])=[O:5].O.C1(C)C=CC(S(O)(=O)=O)=CC=1.[CH3:27][O:28][C:29]1[CH:36]=[CH:35][C:32]([CH2:33]O)=[CH:31][CH:30]=1>C(#N)C>[Cl:14][C:11]1[CH:12]=[CH:13][C:2]([NH:1][CH2:33][C:32]2[CH:35]=[CH:36][C:29]([O:28][CH3:27])=[CH:30][CH:31]=2)=[C:3]([CH:10]=1)[C:4]([N:6]([O:8][CH3:9])[CH3:7])=[O:5] |f:1.2|. Yields the product ClC=1C=CC(=C(C(=O)N(C)OC)C1)NCC1=CC=C(C=C1)OC (5-chloro-N-methoxy-2-(4-methoxy-benzylamino)-N-methyl-benzamide). Product: CC(C)(C)OC(=O)c1nc(CCCC(=O)NCC(=O)NCC(NS(=O)(=O)c2ccccc2)C(=O)OC(C)(C)C)ccc1N. Starting materials: CC(C)(C)OC(=O)c1nc(CCCC(=O)O)ccc1N, CC(C)(C)OC(=O)C(CNC(=O)CN)NS(=O)(=O)c1ccccc1, CN(C)C=O. As a reaction SMILES: [C:1](=[O:2])([O:3][C:4]([CH3:5])([CH3:6])[CH3:7])[c:8]1[n:9][c:10]([CH2:15][CH2:16][CH2:17][C:18](=[O:19])[OH:20])[cH:11][cH:12][c:13]1[NH2:14].[C:21]([CH3:22])([CH3:23])([CH3:24])[O:25][C:26]([CH:27]([CH2:28][NH:29][C:30]([CH2:31][NH2:32])=[O:33])[NH:34][S:35](=[O:36])(=[O:37])[c:38]1[cH:39][cH:40][cH:41][cH:42][cH:43]1)=[O:44].[O:45]=[CH:46][N:47]([CH3:48])[CH3:49]>>[C:1](=[O:2])([O:3][C:4]([CH3:5])([CH3:6])[CH3:7])[c:8]1[n:9][c:10]([CH2:15][CH2:16][CH2:17][C:18](=[O:20])[NH:32][CH2:31][C:30]([NH:29][CH2:28][CH:27]([C:26]([O:25][C:21]([CH3:22])([CH3:23])[CH3:24])=[O:44])[NH:34][S:35](=[O:36])(=[O:37])[c:38]2[cH:39][cH:40][cH:41][cH:42][cH:43]2)=[O:33])[cH:11][cH:12][c:13]1[NH2:14]. The reactants are C(C)(C)N1C=C(C(C=C1C)=O)C(=O)O (1-Isopropyl-6-methyl-4-oxo-1,4-dihydro-pyridine-3-carboxylic acid), BrBr (bromine), ClCCl (dichloromethane), BrBr (bromine). Solvent: C(C)(=O)O (acetic acid), O (water). Conditions: time 3 day. The product is BrC=1C(C(=CN(C1C)C(C)C)C(=O)O)=O (5-Bromo-1-isopropyl-6-methyl-4-oxo-1,4-dihydro-pyridine-3-carboxylic acid). As a reaction SMILES: [CH:1]([N:4]1[C:9]([CH3:10])=[CH:8][C:7](=[O:11])[C:6]([C:12]([OH:14])=[O:13])=[CH:5]1)([CH3:3])[CH3:2].[Br:15]Br.ClCCl>C(O)(=O)C.O>[Br:15][C:8]1[C:7](=[O:11])[C:6]([C:12]([OH:14])=[O:13])=[CH:5][N:4]([CH:1]([CH3:3])[CH3:2])[C:9]=1[CH3:10]. Procedure details: To a solution of 1-isopropyl-6-methyl-4-oxo-1,4-dihydro-pyridine-3-carboxylic acid (preparation 3b, 1.50 g, 6.92 mmol based on 90% purity) in glacial acetic acid (10 ml) is added at room temperature bromine (0.60 mL, 11.7 mmol). After stirring for 3 d at room temperature, additional bromine (1.00 mL, 19.5 mmol) is added to the reaction mixture and stirring is continued for 2 h at room temperature. The reaction mixture is diluted with water. Upon addition of dichloromethane a precipitate forms wh...